This data is from the Open Reaction Database (ORD), a public repository of structured organic reaction records. The task is: describe an organic reaction: reactants, conditions, products, and yield The reactants are CN(C=O)C (Dimethylformamide), C(C(=O)Cl)(=O)Cl (oxalyl chloride), NC=1C=CC(=C(C1)[C@@]12N=C(OC[C@@]1(COC2)F)N)F ((4aR,7aS)-7a-(5-amino-2-fluoro-phenyl)-4a-fluoro-5,7-dihydro-4H-furo[3,4-d][1,3]oxazin-2-amine), C(#N)C=1C=C(C(=NC1)C(=O)O)F (5-Cyano-3-fluoro-pyridine-2-carboxylic acid). Run in C(C)#N (acetonitrile), C(C)O (ethanol), O (water). Reaction conditions: time 10 minute. Product: Cl.NC=1OC[C@]2([C@@](N1)(COC2)C=2C=C(C=CC2F)NC(=O)C2=NC=C(C=C2F)C#N)F (N-[3-[(4aR,7aS)-2-Amino-4a-fluoro-5,7-dihydro-4H-furo[3,4-d][1,3]oxazin-7a-yl]-4-fluoro-phenyl]-5-cyano-3-fluoro-pyridine-2-carboxamide hydrochloride). Yield: 85.7%. As a reaction SMILES: CN(C)C=O.C(Cl)(=O)C([Cl:9])=O.[C:12]([C:14]1[CH:15]=[C:16]([F:23])[C:17]([C:20]([OH:22])=O)=[N:18][CH:19]=1)#[N:13].[NH2:24][C:25]1[CH:26]=[CH:27][C:28]([F:42])=[C:29]([C@:31]23[CH2:39][O:38][CH2:37][C@@:36]2([F:40])[CH2:35][O:34][C:33]([NH2:41])=[N:32]3)[CH:30]=1>C(O)C.O.C(#N)C>[ClH:9].[NH2:41][C:33]1[O:34][CH2:35][C@:36]2([F:40])[CH2:37][O:38][CH2:39][C@:31]2([C:29]2[CH:30]=[C:25]([NH:24][C:20]([C:17]3[C:16]([F:23])=[CH:15][C:14]([C:12]#[N:13])=[CH:19][N:18]=3)=[O:22])[CH:26]=[CH:27][C:28]=2[F:42])[N:32]=1 |f:7.8|. Procedure details: Scheme 3, step M, substep 2 (amidation): Dimethylformamide (10 μL, 0.14 mmol) and oxalyl chloride (119 μL, 1.38 mmol) is added to acetonitrile (3.7 mL) and stirred at room temperature for 10 minutes. 5-Cyano-3-fluoro-pyridine-2-carboxylic acid (213 mg, 1.28 mmol) is added and the mixture is stirred for another 10 minutes. This mixture is then added in a single portion to a solution of (4aR,7aS)-7a-(5-amino-2-fluoro-phenyl)-4a-fluoro-5,7-dihydro-4H-furo[3,4-d][1,3]oxazin-2-amine (247 mg, 0.917 mm... Starting materials: [Si](C1=CC=CC=C1)(C1=CC=CC=C1)(C(C)(C)C)OCC1=CC=C(C(=N1)Cl)C1=C(C=CC(=C1)OC)F (6-((tert-butyldiphenylsilyloxy)methyl)-2-chloro-3-(2-fluoro-5-methoxyphenyl)pyridine), solution, CC(C[Mg]Cl)(C)C (2,2-dimethylpropylmagnesium chloride), Cl (Hydrochloric acid). Reagents/catalysts: CC(C)C1=C(C(=CC=C1)C(C)C)N2CC[N+](=[C-]2)C3=C(C=CC=C3C(C)C)C(C)C (SIPr). Run in C1CCOC1 (THF), C(C)OCC (diethyl ether). Reaction conditions: time 16 hour. Yields the product [Si](C1=CC=CC=C1)(C1=CC=CC=C1)(C(C)(C)C)OCC1=CC=C(C(=N1)CC(C)(C)C)C1=C(C=CC(=C1)OC)F (6-((tert-butyldiphenylsilyloxy)methyl)-3-(2-fluoro-5-methoxyphenyl)-2-neopentylpyridine). Reaction SMILES: [Si:1]([O:18][CH2:19][C:20]1[N:25]=[C:24](Cl)[C:23]([C:27]2[CH:32]=[C:31]([O:33][CH3:34])[CH:30]=[CH:29][C:28]=2[F:35])=[CH:22][CH:21]=1)([C:14]([CH3:17])([CH3:16])[CH3:15])([C:8]1[CH:13]=[CH:12][CH:11]=[CH:10][CH:9]=1)[C:2]1[CH:7]=[CH:6][CH:5]=[CH:4][CH:3]=1.[CH3:36][C:37]([CH3:42])([CH3:41])[CH2:38][Mg]Cl.Cl>CC(C1C=CC=C(C(C)C)C=1N1[C-]=[N+](C2C(C(C)C)=CC=CC=2C(C)C)CC1)C.C1COCC1.C(OCC)C>[Si:1]([O:18][CH2:19][C:20]1[N:25]=[C:24]([CH2:36][C:37]([CH3:42])([CH3:41])[CH3:38])[C:23]([C:27]2[CH:32]=[C:31]([O:33][CH3:34])[CH:30]=[CH:29][C:28]=2[F:35])=[CH:22][CH:21]=1)([C:14]([CH3:17])([CH3:16])[CH3:15])([C:8]1[CH:13]=[CH:12][CH:11]=[CH:10][CH:9]=1)[C:2]1[CH:7]=[CH:6][CH:5]=[CH:4][CH:3]=1. Procedure details: Under an argon atmosphere, to a solution of 6-((tert-butyldiphenylsilyloxy)methyl)-2-chloro-3-(2-fluoro-5-methoxyphenyl)pyridine (10.0 g) and PEPPSIT™-SIPr catalyst (trade name) (1.33 g) in THF (100 mL) was added a 1.5 M solution of 2,2-dimethylpropylmagnesium chloride in diethyl ether (50 mL), and the mixture was stirred at room temperature for 16 hr. 1N Hydrochloric acid was added to the reaction mixture at 0° C., and the mixture was extracted with ethyl acetate. The extract was washed with sa... The reactants are FC(C1=CC=C2CCNC(C2=C1)=O)(F)F (7-trifluoromethyl-3,4-dihydro-2H-isoquinolin-1-one), BrC1=CN=CC2=CC=CC=C12 (4-bromo-isoquinoline), trans-N,N′-dimethyl-cyclohexyl-1,2-diamine, P(=O)([O-])([O-])[O-].[K+].[K+].[K+] (potassium phosphate). Reagents/catalysts: [Cu](I)I (copper iodide). Run in O1CCOCC1 (1,4-dioxane). The product is FC(C1=CC=C2CCN(C(C2=C1)=O)C1=CN=CC2=CC=CC=C12)(F)F (7-Trifluoromethyl-3,4-dihydro-[2,4′]biisoquinolinyl-1-one). Yield: 10.5%. RXN SMILES: [F:1][C:2]([F:15])([F:14])[C:3]1[CH:12]=[C:11]2[C:6]([CH2:7][CH2:8][NH:9][C:10]2=[O:13])=[CH:5][CH:4]=1.Br[C:17]1[C:26]2[C:21](=[CH:22][CH:23]=[CH:24][CH:25]=2)[CH:20]=[N:19][CH:18]=1.P([O-])([O-])([O-])=O.[K+].[K+].[K+]>[Cu](I)I.O1CCOCC1>[F:15][C:2]([F:1])([F:14])[C:3]1[CH:12]=[C:11]2[C:6]([CH2:7][CH2:8][N:9]([C:17]3[C:26]4[C:21](=[CH:22][CH:23]=[CH:24][CH:25]=4)[CH:20]=[N:19][CH:18]=3)[C:10]2=[O:13])=[CH:5][CH:4]=1 |f:2.3.4.5|. Procedure details: Using analogous reaction conditions as described in Example 1, 7-trifluoromethyl-3,4-dihydro-2H-isoquinolin-1-one (I-16c: 150 mg, 0.698 mmol) was reacted with 4-bromo-isoquinoline (145 mg, 0.698 mmol), 1,4-dioxane (10 mL), copper iodide (13.29 mg, 0.0698 mmol), trans-N,N′-dimethyl-cyclohexyl-1,2-diamine (29.74 mg, 0.209 mmol) and potassium phosphate (369.94 mg, 1.745 mmol) to afford the crude product. Purification by column chromatography on silica gel (1.5% methanol in DCM) afforded 25 mg of th... The reactants are C(C)(=O)OC1C=2N(C3=C(C(=N1)C1=C(C=CC=C1)Cl)C=C(S3)CC)N=C(N2)C(=O)N (4-acetoxy-6-(2-chlorophenyl)-8-ethyl-4H-thieno[3,2-f]-s-triazolo[1,5-a][1,4]-diazepine-2-carboxamide), Cl (hydrochloric acid), CO (methanol), [OH-].[Na+] (sodium hydroxide). Run in O (water). Reaction conditions: time 5 minute. The product is ClC1=C(C=CC=C1)C1=NC(C=2N(C3=C1C=C(S3)CC)N=C(N2)C(=O)N)O (6-(2-chlorophenyl)-8-ethyl-4-hydroxy-4H-thieno[3,2-f]-s-triazolo[1,5-a]-[1,4]diazepine-2-carboxamide). As a reaction SMILES: C([O:4][CH:5]1[N:11]=[C:10]([C:12]2[CH:17]=[CH:16][CH:15]=[CH:14][C:13]=2[Cl:18])[C:9]2[CH:19]=[C:20]([CH2:22][CH3:23])[S:21][C:8]=2[N:7]2[N:24]=[C:25]([C:27]([NH2:29])=[O:28])[N:26]=[C:6]12)(=O)C.CO.[OH-].[Na+].Cl>O>[Cl:18][C:13]1[CH:14]=[CH:15][CH:16]=[CH:17][C:12]=1[C:10]1[C:9]2[CH:19]=[C:20]([CH2:22][CH3:23])[S:21][C:8]=2[N:7]2[N:24]=[C:25]([C:27]([NH2:29])=[O:28])[N:26]=[C:6]2[CH:5]([OH:4])[N:11]=1 |f:2.3|. Reported procedure: To a solution of 0.86 g. of 4-acetoxy-6-(2-chlorophenyl)-8-ethyl-4H-thieno[3,2-f]-s-triazolo[1,5-a][1,4]-diazepine-2-carboxamide in 5 ml. of methanol is added dropwise 2 ml. of a 1N-aqueous sodium hydroxide solution with stirring and ice-cooling. After 5 minutes, to the resulting mixture is added 2 ml. of a 1N-aqueous hydrochloric acid solution and then water. The resulting precipitate is collected by filtration and then washed with water to give 6-(2-chlorophenyl)-8-ethyl-4-hydroxy-4H-thieno[3,... Starting materials: C1CCOC1, COC(=O)C1CCC(OS(C)(=O)=O)C1, Sc1ccccc1Cl, [H-], [Na+]. The product is COC(=O)C1CCC(Sc2ccccc2Cl)C1. RXN SMILES: [CH2:25]1[O:26][CH2:27][CH2:28][CH2:29]1.[CH3:11][O:12][C:13](=[O:14])[CH:15]1[CH2:16][CH:17]([O:20][S:21]([CH3:22])(=[O:23])=[O:24])[CH2:18][CH2:19]1.[Cl:1][c:2]1[c:3]([SH:8])[cH:4][cH:5][cH:6][cH:7]1.[H-:10].[Na+:9]>>[Cl:1][c:2]1[c:3]([S:8][CH:17]2[CH2:16][CH:15]([C:13]([O:12][CH3:11])=[O:14])[CH2:19][CH2:18]2)[cH:4][cH:5][cH:6][cH:7]1.